From a dataset of the Open Reaction Database (ORD), a public repository of structured organic reaction records. describe an organic reaction: reactants, conditions, products, and yield Reactants: Br, COc1ccccc1-c1cccc(-c2nnn[nH]2)c1, CC(=O)O. The product is Oc1ccccc1-c1cccc(-c2nnn[nH]2)c1. Reaction SMILES: [BrH:20].[CH3:1][O:2][c:3]1[c:4](-[c:9]2[cH:10][c:11](-[c:15]3[n:16][n:17][n:18][nH:19]3)[cH:12][cH:13][cH:14]2)[cH:5][cH:6][cH:7][cH:8]1.[CH3:21][C:22](=[O:23])[OH:24]>>[OH:2][c:3]1[c:4](-[c:9]2[cH:10][c:11](-[c:15]3[n:16][n:17][n:18][nH:19]3)[cH:12][cH:13][cH:14]2)[cH:5][cH:6][cH:7][cH:8]1.